Dataset: the Open Reaction Database (ORD), a public repository of structured organic reaction records. Task: describe an organic reaction: reactants, conditions, products, and yield Starting materials: [BH4-].[Na+] (sodium borohydride), N1CCOCC1 (morpholine), C([O-])([O-])=O.[K+].[K+] (potassium carbonate), FC1=C(C=O)C=CC=C1 (2-Fluorobenzaldehyde). The solvent is O (water), CN(C)C=O (DMF), O (water), CO (methanol). Run at temperature 80 celsius, time 2 day. The product is N1(CCOCC1)C1=C(C=CC=C1)CO ((2-Morpholin-4-ylphenyl)methanol). The yield is 30.0%. RXN SMILES: F[C:2]1[CH:9]=[CH:8][CH:7]=[CH:6][C:3]=1[CH:4]=[O:5].[NH:10]1[CH2:15][CH2:14][O:13][CH2:12][CH2:11]1.C(=O)([O-])[O-].[K+].[K+].[BH4-].[Na+]>CN(C=O)C.CO.O>[N:10]1([C:2]2[CH:9]=[CH:8][CH:7]=[CH:6][C:3]=2[CH2:4][OH:5])[CH2:15][CH2:14][O:13][CH2:12][CH2:11]1 |f:2.3.4,5.6|. Procedure: 2-Fluorobenzaldehyde (1.0 g, 8.1 mmol) was dissolved in DMF (20 mL), morpholine (2.0 mL) and potassium carbonate (1.1 g, 8.1 mmol) were added thereto, and then the mixture was stirred at 80° C. for 2 days. To the reaction solution was added water, and the reaction mixture was extracted with ethyl acetate. The extract was dried, and then concentrated under reduced pressure. The residue was purified with silica gel column chromatography (hexane/ethyl acetate=98:2 to 60:40) to give an oily matter. ... Reactants: C1(CCCC1)NC1=NC=CC(=N1)C=1C(=NN2C1C=CC=C2NC2CC2)C2=CC=C(C=C2)O (4-[3-[2-(cyclopentylamino)-4-pyrimidinyl]-7-(cyclopropylamino)pyrazolo[1,5-a]pyridin-2-yl]phenol), C([O-])([O-])=O.[Cs+].[Cs+] (cesium carbonate), BrCC1CC1 ((bromomethyl)cyclopropane). The solvent is CN(C=O)C (N,N-dimethylformamide). Reaction conditions: time 1 hour. The product is C1(CCCC1)NC1=NC=CC(=N1)C=1C(=NN2C1C=CC=C2NC2CC2)C2=CC=C(C=C2)OCC2CC2 (3-[2-(cyclopentylamino)-4-pyrimidinyl]-N-cyclopropyl-2-[4-(cyclopropylmethoxy)phenyl]pyrazolo[1,5-a]pyridin-7-amine). The yield is 55.3%. As a reaction SMILES: [CH:1]1([NH:6][C:7]2[N:12]=[C:11]([C:13]3[C:14]([C:26]4[CH:31]=[CH:30][C:29]([OH:32])=[CH:28][CH:27]=4)=[N:15][N:16]4[C:21]([NH:22][CH:23]5[CH2:25][CH2:24]5)=[CH:20][CH:19]=[CH:18][C:17]=34)[CH:10]=[CH:9][N:8]=2)[CH2:5][CH2:4][CH2:3][CH2:2]1.C(=O)([O-])[O-].[Cs+].[Cs+].Br[CH2:40][CH:41]1[CH2:43][CH2:42]1>CN(C)C=O>[CH:1]1([NH:6][C:7]2[N:12]=[C:11]([C:13]3[C:14]([C:26]4[CH:27]=[CH:28][C:29]([O:32][CH2:40][CH:41]5[CH2:43][CH2:42]5)=[CH:30][CH:31]=4)=[N:15][N:16]4[C:21]([NH:22][CH:23]5[CH2:24][CH2:25]5)=[CH:20][CH:19]=[CH:18][C:17]=34)[CH:10]=[CH:9][N:8]=2)[CH2:5][CH2:4][CH2:3][CH2:2]1 |f:1.2.3|. Procedure details: To a solution of 4-[3-[2-(cyclopentylamino)-4-pyrimidinyl]-7-(cyclopropylamino)pyrazolo[1,5-a]pyridin-2-yl]phenol (146 mg, 0.34 mmol) in N,N-dimethylformamide (3 mL) was added cesium carbonate (0.22 g, 0.68 mmol) and (bromomethyl)cyclopropane (66 μL, 0.68 mmol). The reaction was stirred for 1 hour at room temperature, then partitioned between water and ethyl acetate. The organic layer was washed with brine and dried over magnesium sulfate. Filtration and concentration followed by flash chromatog... Starting materials: CN1CCNCC1, Clc1ccccc1-c1nc2c(Cl)ncnc2n1CC1CCOCC1, Cl. Product: Cl, CN1CCN(c2ncnc3c2nc(-c2ccccc2Cl)n3CC2CCOCC2)CC1. As a reaction SMILES: [CH3:25][N:26]1[CH2:27][CH2:28][NH:29][CH2:30][CH2:31]1.[Cl:1][c:2]1[c:3]2[n:4][c:5](-[c:18]3[c:19]([Cl:24])[cH:20][cH:21][cH:22][cH:23]3)[n:6]([CH2:11][CH:12]3[CH2:13][CH2:14][O:15][CH2:16][CH2:17]3)[c:7]2[n:8][cH:9][n:10]1.[ClH:32]>>[ClH:1].[c:2]1([N:29]2[CH2:28][CH2:27][N:26]([CH3:25])[CH2:31][CH2:30]2)[c:3]2[n:4][c:5](-[c:18]3[c:19]([Cl:24])[cH:20][cH:21][cH:22][cH:23]3)[n:6]([CH2:11][CH:12]3[CH2:13][CH2:14][O:15][CH2:16][CH2:17]3)[c:7]2[n:8][cH:9][n:10]1. Reactants: C=C(COC(=O)CCCCCCCn1ccnc1)COC(=O)NCCCCCCCCCCCCCCCCCC, CI, ClC(Cl)Cl. Yields the product C=C(COC(=O)CCCCCCC[n+]1ccn(C)c1)COC(=O)NCCCCCCCCCCCCCCCCCC, [I-]. As a reaction SMILES: [CH2:1]([CH2:2][CH2:3][CH2:4][CH2:5][CH2:6][CH2:7][CH2:8][CH2:9][CH2:10][CH2:11][CH2:12][CH2:13][CH2:14][CH2:15][CH2:16][CH2:17][CH3:18])[NH:19][C:20](=[O:21])[O:22][CH2:23][C:24]([CH2:25][O:26][C:27]([CH2:28][CH2:29][CH2:30][CH2:31][CH2:32][CH2:33][CH2:34][n:35]1[cH:36][n:37][cH:38][cH:39]1)=[O:40])=[CH2:41].[CH3:42][I:43].[CH:44]([Cl:45])([Cl:46])[Cl:47]>>[CH2:1]([CH2:2][CH2:3][CH2:4][CH2:5][CH2:6][CH2:7][CH2:8][CH2:9][CH2:10][CH2:11][CH2:12][CH2:13][CH2:14][CH2:15][CH2:16][CH2:17][CH3:18])[NH:19][C:20](=[O:21])[O:22][CH2:23][C:24]([CH2:25][O:26][C:27]([CH2:28][CH2:29][CH2:30][CH2:31][CH2:32][CH2:33][CH2:34][n+:35]1[cH:36][n:37]([CH3:42])[cH:38][cH:39]1)=[O:40])=[CH2:41].[I-:43]. Reactants: C12(CC3CC(CC(C1)C3)C2)C2=CC(=C(OCC(=O)OCC)C=C2)C (ethyl 2-(4-(adamantan-1-yl)-2-methylphenoxy)acetate), O.[OH-].[Li+] (lithium hydroxide monohydrate), Cl (HCl). The solvent is O.C1CCOC1 (H2O THF). Reaction conditions: time 8 hour. The product is C12(CC3CC(CC(C1)C3)C2)C2=CC(=C(OCC(=O)O)C=C2)C (2-(4-(adamantan-1-yl)-2-methylphenoxy)acetic acid). The yield is 51.4%. RXN SMILES: [C:1]12([C:11]3[CH:23]=[CH:22][C:14]([O:15][CH2:16][C:17]([O:19]CC)=[O:18])=[C:13]([CH3:24])[CH:12]=3)[CH2:10][CH:5]3[CH2:6][CH:7]([CH2:9][CH:3]([CH2:4]3)[CH2:2]1)[CH2:8]2.O.[OH-].[Li+].Cl>O.C1COCC1>[C:1]12([C:11]3[CH:23]=[CH:22][C:14]([O:15][CH2:16][C:17]([OH:19])=[O:18])=[C:13]([CH3:24])[CH:12]=3)[CH2:8][CH:7]3[CH2:9][CH:3]([CH2:4][CH:5]([CH2:6]3)[CH2:10]1)[CH2:2]2 |f:1.2.3,5.6|. Procedure: To a solution of ethyl 2-(4-(adamantan-1-yl)-2-methylphenoxy)acetate (1.1 g, 3.50 mmol) in H2O/THF (1 mL/1.20 mL) was added lithium hydroxide monohydrate (0.29 g, 7.00 mmol), and stirred at room temperature overnight. The reaction mixture was adjusted to acidic solution with 1 N aqueous HCl and extracted with dichloromethane. The organic layer was washed with H2O and brine, and dried over anhydrous magnesium sulfate. The solvent was filtered and evaporated under reduced pressure to afford a crud...